From a dataset of the Open Reaction Database (ORD), a public repository of structured organic reaction records. describe an organic reaction: reactants, conditions, products, and yield Reactants: CCOC(=O)CC1OB(O)c2cc(Oc3ccc(C#N)cn3)cc(C)c21, C1CCOC1, CO, [Na+], [OH-]. The product is Cc1cc(Oc2ccc(C#N)cn2)cc2c1C(CC(=O)O)OB2O. RXN SMILES: [C:1](#[N:2])[c:3]1[cH:4][cH:5][c:6]([O:9][c:10]2[cH:11][c:12]([CH3:26])[c:13]3[c:14]([cH:25]2)[B:15]([OH:24])[O:16][CH:17]3[CH2:18][C:19](=[O:20])[O:21][CH2:22][CH3:23])[n:7][cH:8]1.[CH2:31]1[O:32][CH2:33][CH2:34][CH2:35]1.[CH3:29][OH:30].[Na+:28].[OH-:27]>>[C:1](#[N:2])[c:3]1[cH:4][cH:5][c:6]([O:9][c:10]2[cH:11][c:12]([CH3:26])[c:13]3[c:14]([cH:25]2)[B:15]([OH:24])[O:16][CH:17]3[CH2:18][C:19](=[O:20])[OH:21])[n:7][cH:8]1. Yield: 70.3%. Starting materials: C(C)OC(=O)C=1NC=C2C3C=CC(C12)CC3 (ethyl-4,7-dihydro-4,7-ethano-2H-isoindole-1-carboxylate), [OH-].[K+] (potassium hydroxide). Reaction conditions: temperature 175 celsius, time 2 hour. Solvent: C(CO)O (ethylene glycol). Reported procedure: A light-resistant reaction vessel equipped with a reflux condenser was charged with the ethyl-4,7-dihydro-4,7-ethano-2H-isoindole-1-carboxylate (1.95 g, 9.6 mmol) obtained in Step 2, 100 ml of ethylene glycol and 2.0 g of potassium hydroxide. The vessel was then purged with nitrogen, and the mixture was stirred for 2 hours at 175° C. The reaction mixture was then cooled to room temperature, and poured into ice water. The resulting solution was extracted with chloroform, the extract was washed wi... The product is C=1NC=C2C3C=CC(C12)CC3 (4,7-dihydro-4,7-etano-2H-isoindole). RXN SMILES: C(OC([C:6]1[NH:7][CH:8]=[C:9]2[C:14]=1[CH:13]1[CH2:15][CH2:16][CH:10]2[CH:11]=[CH:12]1)=O)C.[OH-].[K+]>C(O)CO>[CH:6]1[NH:7][CH:8]=[C:9]2[C:14]=1[CH:13]1[CH2:15][CH2:16][CH:10]2[CH:11]=[CH:12]1 |f:1.2|. The reactants are [N+](=O)([O-])C=1C=C(C(=O)OCC)C=CC1NS(=O)(=O)C (Ethyl 3-nitro-4-[(methylsulfonyl)amino]benzoate). Reagents/catalysts: [Pt]=O (platinum oxide). The solvent is C(C)O (ethanol). The product is NC=1C=C(C(=O)OCC)C=CC1NS(=O)(=O)C (ethyl 3-amino-4-[(methylsulfonyl)amino]benzoate). Isolated yield 83.0%. RXN SMILES: [N+:1]([C:4]1[CH:5]=[C:6]([CH:12]=[CH:13][C:14]=1[NH:15][S:16]([CH3:19])(=[O:18])=[O:17])[C:7]([O:9][CH2:10][CH3:11])=[O:8])([O-])=O>C(O)C.[Pt]=O>[NH2:1][C:4]1[CH:5]=[C:6]([CH:12]=[CH:13][C:14]=1[NH:15][S:16]([CH3:19])(=[O:18])=[O:17])[C:7]([O:9][CH2:10][CH3:11])=[O:8]. Reported procedure: Ethyl 3-nitro-4-[(methylsulfonyl)amino]benzoate (1.0 g, 0.0035 mol) was dissolved in ethanol (40 mL) and hydrogenated at 20 psi in the presence of platinum oxide (Aldrich, 0.02 g) for 1 h. The catalyst was removed by filtration through Celite and the filtrate was concentrated to 20 mL. On cooling, a precipitate formed which was separated by filtration, washed with cold ethanol, and dried to give 0.75 g (84%) of ethyl 3-amino-4-[(methylsulfonyl)amino]benzoate as a white powder, mp 151° C. Procedure details: Using the method described in Example 30 by employing trifluoro[4-(1-pyrrolidinylvinyl)phenylthio]methane (freshly prepared before use from 4′-(trifluoro methylthio)acetophenone (Oakwood Products Inc.), pyrrolidine and TiCl4 (1.96 g, 7.17 mmol), 2-methyl-4,6-dichloro-5-nitropyrimidine (Example 76(b)) (1.50 g, 7.17 mmol), N,N-diisopropylethylamine (1.2 mL, 7.17 mmol), piperidine (1.1 mL, 11.5 mmol), NEt3 (1.1 mL) and SnCl2 (21 mL of a 2 M soln in DMF). In this example the SnCl2 solution was added... The reactants are Cl[Sn]Cl (SnCl2), FC(SC1=CC=C(C=C1)C(=C)N1CCCC1)(F)F (trifluoro[4-(1-pyrrolidinylvinyl)phenylthio]methane), FC(SC1=CC=C(C=C1)C(C)=O)(F)F (4′-(trifluoro methylthio)acetophenone), N1CCCC1 (pyrrolidine), CC1=NC(=C(C(=N1)Cl)[N+](=O)[O-])Cl (2-methyl-4,6-dichloro-5-nitropyrimidine), C(C)(C)N(C(C)C)CC (N,N-diisopropylethylamine), N1CCCCC1 (piperidine), Cl[Sn]Cl (SnCl2). Run at temperature 140 celsius, time 16 hour. The yield is 26.0%. The solvent is CN(C)C=O (DMF), CCN(CC)CC (NEt3). RXN SMILES: [F:1][C:2]([F:18])([F:17])[S:3][C:4]1[CH:9]=[CH:8][C:7]([C:10]([N:12]2[CH2:16][CH2:15][CH2:14]C2)=C)=[CH:6][CH:5]=1.FC(F)(F)SC1C=CC(C(=O)C)=CC=1.N1CCCC1.[CH3:38][C:39]1[N:44]=C(Cl)C([N+]([O-])=O)=[C:41](Cl)[N:40]=1.C([N:53]([CH2:57][CH3:58])[CH:54]([CH3:56])[CH3:55])(C)C.N1CCCCC1.Cl[Sn]Cl>CN(C=O)C.Cl[Ti](Cl)(Cl)Cl.CCN(CC)CC>[F:18][C:2]([F:1])([F:17])[S:3][C:4]1[CH:5]=[CH:6][C:7]([C:10]2[CH:14]=[C:15]3[NH:44][C:39]([CH:38]4[CH2:58][CH2:57][NH:53][CH:54]([CH3:55])[CH2:56]4)=[N:40][CH:41]=[C:16]3[N:12]=2)=[CH:8][CH:9]=1. Product: FC(SC1=CC=C(C=C1)C1=NC=2C(NC(=NC2)C2CC(NCC2)C)=C1)(F)F (trifluoro[4-(2-methyl-4-piperidylpyrrolo[4,5-d]pyrimidin-6-yl)phenylthio]methane). Reagents/catalysts: Cl[Ti](Cl)(Cl)Cl (TiCl4).